Dataset: the Open Reaction Database (ORD), a public repository of structured organic reaction records. Task: describe an organic reaction: reactants, conditions, products, and yield The reactants are CCOC(=O)c1nnc(N2CCN(C(=O)c3ccccc3C(F)(F)F)CC2)s1, CCO, [Na+], [OH-]. Yields the product O=C(c1ccccc1C(F)(F)F)N1CCN(c2nncs2)CC1. As a reaction SMILES: [CH2:1]([O:2][C:3](=[O:4])[c:6]1[s:7][c:8]([N:11]2[CH2:12][CH2:13][N:14]([C:17]([c:18]3[c:19]([C:24]([F:25])([F:26])[F:27])[cH:20][cH:21][cH:22][cH:23]3)=[O:28])[CH2:15][CH2:16]2)[n:9][n:10]1)[CH3:5].[CH3:31][CH2:32][OH:33].[Na+:30].[OH-:29]>>[cH:6]1[s:7][c:8]([N:11]2[CH2:12][CH2:13][N:14]([C:17]([c:18]3[c:19]([C:24]([F:25])([F:26])[F:27])[cH:20][cH:21][cH:22][cH:23]3)=[O:28])[CH2:15][CH2:16]2)[n:9][n:10]1. Reactants: Cc1ccccc1, COc1cccc2c1CCCC2CN, CCOC=O, Cl. Product: COc1cccc2c1CCCC2CNC=O. Reaction SMILES: [CH3:21][c:22]1[cH:23][cH:24][cH:25][cH:26][cH:27]1.[CH3:2][O:3][c:4]1[c:5]2[c:10]([cH:11][cH:12][cH:13]1)[CH:9]([CH2:14][NH2:15])[CH2:8][CH2:7][CH2:6]2.[CH:16](=[O:17])[O:18][CH2:19][CH3:20].[ClH:1]>>[CH3:2][O:3][c:4]1[c:5]2[c:10]([cH:11][cH:12][cH:13]1)[CH:9]([CH2:14][NH:15][CH:16]=[O:17])[CH2:8][CH2:7][CH2:6]2. Starting materials: [OH-].[Na+] (sodium hydroxide), Cl (HCl), [N+](=O)([O-])C (nitromethane), C(C)OC=1C=C(C=O)C=CC1 (3-ethoxy-benzaldehyde). Solvent: CO (methanol), O (water). Conditions: temperature -10 celsius. The product is C(C)OC1=CC(=CC=C1)CC[N+](=O)[O-] (1-Ethoxy-3-(2-nitro-ethyl)-benzene). Isolated yield 37.5%. Reaction SMILES: [N+:1]([CH3:4])([O-:3])=[O:2].[CH2:5]([O:7][C:8]1[CH:9]=[C:10]([CH:13]=[CH:14][CH:15]=1)[CH:11]=O)[CH3:6].[OH-].[Na+].Cl>CO.O>[CH2:5]([O:7][C:8]1[CH:15]=[CH:14][CH:13]=[C:10]([CH2:11][CH2:4][N+:1]([O-:3])=[O:2])[CH:9]=1)[CH3:6] |f:2.3|. Procedure details: A mixture of nitromethane (0.36 mL, 6.7 mmol) and 3-ethoxy-benzaldehyde (1 g, 6.7 mmol) in methanol (1.4 mL) was cooled to −10° C. To this mixture sodium hydroxide (0.28 g in 1 mL water) was added dropwise. The temperature during addition was maintained around 10° C. After 1 hour a yellow precipitate formed and water (5 mL) was added. The resulting solution was added to HCl (4M, 3 mL). The precipitate that formed was filtered off and washed with water. Purification by chromatography on silica, e... The reactants are COC(=O)CP(=O)(OC)OC (trimethyl phosphonoacetate), resultant mixture, COCOC1=C(C=C(C=O)C=C1)[N+](=O)[O-] (4-methoxymethoxy-3-nitrobenzaldehyde), [H-].[Na+] (sodium hydride), O (water). Solvent: O1CCCC1 (tetrahydrofuran), O1CCCC1 (tetrahydrofuran). Run at time 30 minute. Product: COCOC1=C(C=C(C=CC(=O)OC)C=C1)[N+](=O)[O-] (methyl 4-methoxymethoxy-3-nitrocinnamate). The yield is 81.4%. As a reaction SMILES: [H-].[Na+].[CH3:3][O:4][C:5]([CH2:7]P(OC)(OC)=O)=[O:6].[CH3:14][O:15][CH2:16][O:17][C:18]1[CH:25]=[CH:24][C:21]([CH:22]=O)=[CH:20][C:19]=1[N+:26]([O-:28])=[O:27].O>O1CCCC1>[CH3:14][O:15][CH2:16][O:17][C:18]1[CH:25]=[CH:24][C:21]([CH:22]=[CH:7][C:5]([O:4][CH3:3])=[O:6])=[CH:20][C:19]=1[N+:26]([O-:28])=[O:27] |f:0.1|. Procedure: Under a current of argon, a solution having 832 mg of sodium hydride suspended in 60 ml and a solution of 4.17 g of trimethyl phosphonoacetate in 15 ml of tetrahydrofuran added thereto as kept cooled with ice were stirred for 30 minutes and the resultant mixture and a solution of 4.39 g of 4-methoxymethoxy-3-nitrobenzaldehyde in 15 ml of tetrahydrofuran added thereto were stirred for eight hours with the temperature raised to room temperature in the meantime. The produced reaction mixture was co... Reactants: ClC=1C=C(C=CC1Cl)O (3,4-dichloro-phenol), C(Cl)C1CO1 (epichlorohydrin). The product is ClC=1C=C(OCC2OC2)C=CC1Cl (2-(3,4-Dichloro-phenoxymethyl)-oxirane). Reaction SMILES: [Cl:1][C:2]1[CH:3]=[C:4]([OH:9])[CH:5]=[CH:6][C:7]=1[Cl:8].[CH2:10]([CH:12]1[O:14][CH2:13]1)Cl>>[Cl:1][C:2]1[CH:3]=[C:4]([CH:5]=[CH:6][C:7]=1[Cl:8])[O:9][CH2:10][CH:12]1[CH2:13][O:14]1. Reported procedure: The title compound was prepared from 3,4-dichloro-phenol and epichlorohydrin employing the procedures as set forth in Step 1 of Example 2. The reactants are CO, Cl, CC(C)(C)OC(=O)N1CC=C(c2cc(-c3ccc4cn(Cc5ccccc5)nc4c3)c3c(N)ncnn23)CC1, C1COCCO1. The product is Nc1ncnn2c(C3=CCNCC3)cc(-c3ccc4cn(Cc5ccccc5)nc4c3)c12. As a reaction SMILES: [CH3:41][OH:42].[ClH:40].[NH2:1][c:2]1[n:3][cH:4][n:5][n:6]2[c:7]1[c:8](-[c:24]1[cH:25][cH:26][c:27]3[cH:28][n:29]([CH2:33][c:34]4[cH:35][cH:36][cH:37][cH:38][cH:39]4)[n:30][c:31]3[cH:32]1)[cH:9][c:10]2[C:11]1=[CH:16][CH2:15][N:14]([C:17]([O:18][C:19]([CH3:20])([CH3:21])[CH3:22])=[O:23])[CH2:13][CH2:12]1.[O:43]1[CH2:44][CH2:45][O:46][CH2:47][CH2:48]1>>[NH2:1][c:2]1[n:3][cH:4][n:5][n:6]2[c:7]1[c:8](-[c:24]1[cH:25][cH:26][c:27]3[cH:28][n:29]([CH2:33][c:34]4[cH:35][cH:36][cH:37][cH:38][cH:39]4)[n:30][c:31]3[cH:32]1)[cH:9][c:10]2[C:11]1=[CH:16][CH2:15][NH:14][CH2:13][CH2:12]1. Starting materials: O (H2O), BrC1=C2C(=CN=C1)NC=C2 (4-bromo-1H-pyrrolo[2,3-c]pyridine), CN(C)C=O (DMF). Reagents/catalysts: C1=CC=C(C=C1)P([C-]2C=CC=C2)C3=CC=CC=C3.C1=CC=C(C=C1)P([C-]2C=CC=C2)C3=CC=CC=C3.Cl[Pd]Cl.[Fe+2] (Pd(dppf)Cl2), [C-]#N.[Zn+2].[C-]#N (zinc cyanide), [Zn] (zinc). Conditions: temperature 120 celsius, time 2 hour. The product is N1C=CC2=C1C=NC=C2C#N (1H-pyrrolo[2,3-c]pyridine-4-carbonitrile). Isolated yield 99.8%. As a reaction SMILES: Br[C:2]1[CH:7]=[N:6][CH:5]=[C:4]2[NH:8][CH:9]=[CH:10][C:3]=12.O.[CH3:12][N:13](C=O)C>C1C=CC(P(C2C=CC=CC=2)[C-]2C=CC=C2)=CC=1.C1C=CC(P(C2C=CC=CC=2)[C-]2C=CC=C2)=CC=1.Cl[Pd]Cl.[Fe+2].[C-]#N.[Zn+2].[C-]#N.[Zn]>[NH:8]1[C:4]2[CH:5]=[N:6][CH:7]=[C:2]([C:12]#[N:13])[C:3]=2[CH:10]=[CH:9]1 |f:3.4.5.6,7.8.9|. Reported procedure: A mixture of 4-bromo-1H-pyrrolo[2,3-c]pyridine (320 mg, 1.62 mmol), Pd(dppf)Cl2 (131 mg, 0.179 mmol), zinc cyanide (190 mg, 1.62 mmol), and zinc powder (21 mg, 0.324 mmol) in DMF (20 mL) was stirred at 120° C. for 2 h. The reaction mixtue was cooled to RT and H2O (100 mL) was added. The reaction mixture extracted with EtOAc (3×50 mL). The organic layers were concentrated tinder reduced pressure and the crude residue was purified by SiO2 chromatography eluting with petroleum ether/EtOAc (1:1) to ... The reactants are FC=1C=C(C(=O)NC2=CC=C(C3=CC=CC=C23)OC2=NC(=NC=C2)S(=O)(=O)C)C=C(C1)N1CCOCC1 (3-fluoro-N-(4-{[2-(methylsulfonyl)pyrimidin-4-yl]oxy}-1-naphthyl)-5-morpholin-4-ylbenzamide), CNC(=N)N (N-methylguanidine). Product: NC(=N)N(C1=NC=CC(=N1)OC1=CC=C(C2=CC=CC=C12)NC(C1=CC(=CC(=C1)N1CCOCC1)F)=O)C (N-[4-({2-[[amino(imino)methyl](methyl)amino]pyrimidin-4-yl}oxy)-1-naphthyl]-3-fluoro-5-morpholin-4-ylbenzamide). As a reaction SMILES: [F:1][C:2]1[CH:3]=[C:4]([CH:29]=[C:30]([N:32]2[CH2:37][CH2:36][O:35][CH2:34][CH2:33]2)[CH:31]=1)[C:5]([NH:7][C:8]1[C:17]2[C:12](=[CH:13][CH:14]=[CH:15][CH:16]=2)[C:11]([O:18][C:19]2[CH:24]=[CH:23][N:22]=[C:21](S(C)(=O)=O)[N:20]=2)=[CH:10][CH:9]=1)=[O:6].[CH3:38][NH:39][C:40]([NH2:42])=[NH:41]>>[NH2:42][C:40]([N:39]([CH3:38])[C:21]1[N:20]=[C:19]([O:18][C:11]2[C:12]3[C:17](=[CH:16][CH:15]=[CH:14][CH:13]=3)[C:8]([NH:7][C:5](=[O:6])[C:4]3[CH:29]=[C:30]([N:32]4[CH2:37][CH2:36][O:35][CH2:34][CH2:33]4)[CH:31]=[C:2]([F:1])[CH:3]=3)=[CH:9][CH:10]=2)[CH:24]=[CH:23][N:22]=1)=[NH:41]. Reported procedure: Compound is prepared from 3-fluoro-N-(4-{[2-(methylsulfonyl)pyrimidin-4-yl]oxy}-1-naphthyl)-5-morpholin-4-ylbenzamide and N-methylguanidine according to conditions described in general procedure C. Mp: 155-157° C.; 1H NMR (400 MHz, DMSO-d6) δ 3.19-3.33 (m, 7 H), 3.75-3.78 (m, 4 H), 6.50 (d, J=5.5 Hz, 1 H), 7.04 (d, J=12.0 Hz, 1 H), 7.27 (d, J=9.1Hz, 1 H), 7.34-7.68 (m, 7 H), 7.80 (d, J=8.8 Hz, 1 H), 7.99 (d, J=8.2 Hz, 1 H), 8.29 (d, J=5.5 Hz, 1 H), 10.47 (s, 1 H). The reactants are ClC1=C(C#N)C=CC(=C1)OCC1=C(N=C(S1)C1CCNCC1)C (2-Chloro-4-(4-methyl-2-piperidin-4-yl-thiazol-5-ylmethoxy)-benzonitrile), FC(S(=O)(=O)Cl)(F)F (trifluoromethanesulfonylchloride), ice, C(C)(C)N(C(C)C)CC (N,N-Diisopropylethylamine), CN(C)C1=NC=CC=C1 (dimethylaminopyridine). Solvent: ClCCl (dichloromethane). Conditions: time 8 hour. Yields the product ClC1=C(C#N)C=CC(=C1)OCC1=C(N=C(S1)C1CCN(CC1)S(=O)(=O)C(F)(F)F)C (2-Chloro-4-[4-methyl-2-(1-trifluoromethanesulfonyl-piperidin-4-yl)-thiazol-5-ylmethoxy]-benzonitrile). Reaction SMILES: [Cl:1][C:2]1[CH:9]=[C:8]([O:10][CH2:11][C:12]2[S:16][C:15]([CH:17]3[CH2:22][CH2:21][NH:20][CH2:19][CH2:18]3)=[N:14][C:13]=2[CH3:23])[CH:7]=[CH:6][C:3]=1[C:4]#[N:5].C(N(CC)C(C)C)(C)C.CN(C1C=CC=CN=1)C.[F:42][C:43]([F:49])([F:48])[S:44](Cl)(=[O:46])=[O:45]>ClCCl>[Cl:1][C:2]1[CH:9]=[C:8]([O:10][CH2:11][C:12]2[S:16][C:15]([CH:17]3[CH2:22][CH2:21][N:20]([S:44]([C:43]([F:49])([F:48])[F:42])(=[O:46])=[O:45])[CH2:19][CH2:18]3)=[N:14][C:13]=2[CH3:23])[CH:7]=[CH:6][C:3]=1[C:4]#[N:5]. Reported procedure: 500 mg 2-Chloro-4-(4-methyl-2-piperidin-4-yl-thiazol-5-ylmethoxy)-benzonitrile was dissolved in 20 ml dichloromethane. 0.25 ml N,N-Diisopropylethylamine and 50 mg dimethylaminopyridine were added. Then 0.26 ml trifluoromethanesulfonylchloride were added to the ice cooled reaction mixture. The cooling bath was removed and the reaction mixture stirred at room temperature overnight. The reaction mixture was washed with 10 ml saturated NaHCO3 solution and then dried over MgSO4. The solvent was remov... Starting materials: ClC1=NC=C(C(=N1)NC1C(C2CCC1C2)C(=O)N)Cl (3-(2,5-dichloro-pyrimidin-4-ylamino)-bicyclo[2.2.1]heptane-2-carboxylic acid amide), COCCN1CCC2=C(CC1)C=C(C=C2)N (3-(2-methoxy-ethyl)-2,3,4,5-tetrahydro-1H-benzo[d]azepin-7-ylamine), C(C)(C)O (isopropyl alcohol). Reagents/catalysts: Cl (HCl). Conditions: time 150 minute. Product: ClC=1C(=NC(=NC1)NC1=CC2=C(CCN(CC2)CCOC)C=C1)N[C@@H]1[C@@H](C2CCC1C2)C(=O)N ((2R,3S)-3-{5-Chloro-2-[3-(2-methoxy-ethyl)-2,3,4,5-tetrahydro-1H-benzo[d]azepin-7-ylamino]-pyrimidin-4-ylamino}-bicyclo[2.2.1]heptane-2-carboxylic acid amide). As a reaction SMILES: Cl[C:2]1[N:7]=[C:6]([NH:8][CH:9]2[CH:14]3[CH2:15][CH:11]([CH2:12][CH2:13]3)[CH:10]2[C:16]([NH2:18])=[O:17])[C:5]([Cl:19])=[CH:4][N:3]=1.[CH3:20][O:21][CH2:22][CH2:23][N:24]1[CH2:30][CH2:29][C:28]2[CH:31]=[C:32]([NH2:35])[CH:33]=[CH:34][C:27]=2[CH2:26][CH2:25]1.C(O)(C)C>Cl>[Cl:19][C:5]1[C:6]([NH:8][C@H:9]2[CH:14]3[CH2:15][CH:11]([CH2:12][CH2:13]3)[C@H:10]2[C:16]([NH2:18])=[O:17])=[N:7][C:2]([NH:35][C:32]2[CH:33]=[CH:34][C:27]3[CH2:26][CH2:25][N:24]([CH2:23][CH2:22][O:21][CH3:20])[CH2:30][CH2:29][C:28]=3[CH:31]=2)=[N:3][CH:4]=1. Procedure: Into a microwave vial was placed 3-(2,5-dichloro-pyrimidin-4-ylamino)-bicyclo[2.2.1]heptane-2-carboxylic acid amide (90.0 mg, 0.000299 mol) and 3-(2-methoxy-ethyl)-2,3,4,5-tetrahydro-1H-benzo[d]azepin-7-ylamine (60 mg, 0.0003 mol) in isopropyl alcohol (6 mL, 0.08 mol). Several drops of 4M HCl were added to the reaction mixture and the contents subjected to microwave conditions (120° C., 20 min). Total reaction time was 150 min at 120° C. A solid had precipitated out of the reaction mixture overn...